Dataset: the Open Reaction Database (ORD), a public repository of structured organic reaction records. Task: describe an organic reaction: reactants, conditions, products, and yield Starting materials: CCOC(=O)C1(c2cccc(Br)c2)CCCC1, C1CCOC1, CO, [Li+], [OH-], O. Product: O=C(O)C1(c2cccc(Br)c2)CCCC1. Reaction SMILES: [CH2:1]([CH3:2])[O:3][C:4](=[O:5])[C:6]1([c:11]2[cH:12][c:13]([Br:17])[cH:14][cH:15][cH:16]2)[CH2:7][CH2:8][CH2:9][CH2:10]1.[CH2:20]1[O:21][CH2:22][CH2:23][CH2:24]1.[CH3:25][OH:26].[Li+:18].[OH-:19].[OH2:27]>>[O:3]=[C:4]([OH:5])[C:6]1([c:11]2[cH:12][c:13]([Br:17])[cH:14][cH:15][cH:16]2)[CH2:7][CH2:8][CH2:9][CH2:10]1.